Task: describe an organic reaction: reactants, conditions, products, and yield. Dataset: the Open Reaction Database (ORD), a public repository of structured organic reaction records Starting materials: C(C)(=O)[O-].[Na+] (sodium acetate), P(=O)(Cl)(Cl)Cl (Phosphorus oxychloride), CN(C)C=O (DMF), CN(C1=CC=CC=C1)C1=CC=CC2=CC=CC=C12 (1-(N-Methyl-N-phenylamino)-naphthalene). The solvent is O (water). Conditions: temperature 100 celsius, time 3 hour. Product: CN(C1=CC=CC=C1)C1=CC=C(C2=CC=CC=C12)C=O (1-(N-methyl-N-phenylamino)-4-formyl naphthalene). The yield is 66.3%. RXN SMILES: P(Cl)(Cl)(Cl)=O.CN([CH:9]=[O:10])C.[CH3:11][N:12]([C:19]1[C:28]2[C:23](=[CH:24][CH:25]=[CH:26][CH:27]=2)[CH:22]=[CH:21][CH:20]=1)[C:13]1[CH:18]=[CH:17][CH:16]=[CH:15][CH:14]=1.C([O-])(=O)C.[Na+]>O>[CH3:11][N:12]([C:19]1[C:28]2[C:23](=[CH:24][CH:25]=[CH:26][CH:27]=2)[C:22]([CH:9]=[O:10])=[CH:21][CH:20]=1)[C:13]1[CH:18]=[CH:17][CH:16]=[CH:15][CH:14]=1 |f:3.4|. Procedure details: Phosphorus oxychloride (POCl3, MW 153, 0.06M, 9.18 g) was added dropwise to DMF (MW 73, 0.36M, 26.3 g), maintaining the temperature at <10° C. with external cooling. 1-(N-Methyl-N-phenylamino)-naphthalene (MW 233, 0.06M, 14 g) was added and the reaction stirred at 100° C. for 3 hours. After cooling to room temperature and pouring into water (140 ml) the mixture was neutralised to pH 6 using saturated sodium acetate solution. The aqueous mixture was extracted using dichloromethane (2×50 ml), the ... Starting materials: Cc1nc(C(=O)N2CC3CC3C2CNc2nc3ccccc3o2)c(Br)s1, O=C([O-])[O-], [Cs+], [Cs+], CN(C)C=O, Cc1ccccc1B(O)O. Product: Cc1nc(C(=O)N2CC3CC3C2CNc2nc3ccccc3o2)c(-c2ccccc2C)s1. Reaction SMILES: [Br:1][c:2]1[c:3]([C:8](=[O:9])[N:10]2[CH:11]([CH2:16][NH:17][c:18]3[o:19][c:20]4[c:21]([n:22]3)[cH:23][cH:24][cH:25][cH:26]4)[CH:12]3[CH2:13][CH:14]3[CH2:15]2)[n:4][c:5]([CH3:7])[s:6]1.[C:37](=[O:38])([O-:39])[O-:40].[Cs+:41].[Cs+:42].[O:43]=[CH:44][N:45]([CH3:46])[CH3:47].[c:27]1([CH3:36])[c:28]([B:33]([OH:34])[OH:35])[cH:29][cH:30][cH:31][cH:32]1>>[c:2]1(-[c:28]2[c:27]([CH3:36])[cH:32][cH:31][cH:30][cH:29]2)[c:3]([C:8](=[O:9])[N:10]2[CH:11]([CH2:16][NH:17][c:18]3[o:19][c:20]4[c:21]([n:22]3)[cH:23][cH:24][cH:25][cH:26]4)[CH:12]3[CH2:13][CH:14]3[CH2:15]2)[n:4][c:5]([CH3:7])[s:6]1. Reactants: C=O, CCCCCCCCCCCCS, CCCCCC, O. The product is CCCCCCCCCCCCSCO. RXN SMILES: [CH2:1]=[O:2].[CH2:3]([CH2:4][CH2:5][CH2:6][CH2:7][CH2:8][CH2:9][CH2:10][CH2:11][CH2:12][CH2:13][CH3:14])[SH:15].[CH3:16][CH2:17][CH2:18][CH2:19][CH2:20][CH3:21].[OH2:22]>>[CH2:1]([OH:2])[S:15][CH2:3][CH2:4][CH2:5][CH2:6][CH2:7][CH2:8][CH2:9][CH2:10][CH2:11][CH2:12][CH2:13][CH3:14].